Dataset: the Open Reaction Database (ORD), a public repository of structured organic reaction records. Task: describe an organic reaction: reactants, conditions, products, and yield Reactants: C(N)(=O)C(C)(C)S(=O)(=O)CC(C(=O)OCC1=CC=CC=C1)CC1=CC=CC=C1 (benzyl rac-α-[[(1-carbamoyl-1-methylethyl)sulfonyl]methyl]hydrocinnamate). Reagents/catalysts: [Pd] (palladium/charcoal). Solvent: CO (methanol). Reaction conditions: time 2 hour. Product: C(N)(=O)C(C)(C)S(=O)(=O)CC(C(=O)O)CC1=CC=CC=C1 (rac-α-[[(1-carbamoyl-1-methylethyl)sulfonyl]methyl]hydrocinnamic acid). The yield is 94.2%. As a reaction SMILES: [C:1]([C:4]([S:7]([CH2:10][CH:11]([CH2:22][C:23]1[CH:28]=[CH:27][CH:26]=[CH:25][CH:24]=1)[C:12]([O:14]CC1C=CC=CC=1)=[O:13])(=[O:9])=[O:8])([CH3:6])[CH3:5])(=[O:3])[NH2:2]>CO.[Pd]>[C:1]([C:4]([S:7]([CH2:10][CH:11]([CH2:22][C:23]1[CH:24]=[CH:25][CH:26]=[CH:27][CH:28]=1)[C:12]([OH:14])=[O:13])(=[O:9])=[O:8])([CH3:6])[CH3:5])(=[O:3])[NH2:2]. Procedure: A suspension of 0.74 g (1.83 mmol) of benzyl rac-α-[[(1-carbamoyl-1-methylethyl)sulfonyl]methyl]hydrocinnamate and 200 mg of palladium/charcoal (5%) in 30 ml of methanol was hydrogenated at room temperature under normal pressure for 2 hours. Subsequently, the catalyst was filtered off and the solution was evaporated under reduced pressure. There was obtained 0.54 g of rac-α-[[(1-carbamoyl-1-methylethyl)sulfonyl]methyl]hydrocinnamic acid as a colourless solid, MS: 314 (M+H)+.